Dataset: the Open Reaction Database (ORD), a public repository of structured organic reaction records. Task: describe an organic reaction: reactants, conditions, products, and yield Starting materials: CCO, OC(c1ccccc1)c1cccnc1F. The product is Fc1ncccc1Cc1ccccc1. As a reaction SMILES: [CH3:16][CH2:17][OH:18].[F:1][c:2]1[n:3][cH:4][cH:5][cH:6][c:7]1[CH:8]([c:9]1[cH:10][cH:11][cH:12][cH:13][cH:14]1)[OH:15]>>[F:1][c:2]1[n:3][cH:4][cH:5][cH:6][c:7]1[CH2:8][c:9]1[cH:10][cH:11][cH:12][cH:13][cH:14]1. Yields the product C(C)(C)C1=C(C(=CC=C1)C(C)C)OC (2,6-diisopropyl anisole). Procedure: A mixture of 2,6-diisopropyl phenol (20 g, 0.11 mol), potassium carbonate (62 g, 0.45 mol), acetone (160 ml) and methyl iodide (28 ml, 0.45 mole) is refluxed for three days. The reaction mixture is filtered through celite, evaporated, dissolved in ether, washed twice with 1M sodium hydroxide, dried over magnesium sulphate and concentrated to afford 15.1 g (0.08 mol, 70%) of 2,6-diisopropyl anisole as a slightly yellow oil. As a reaction SMILES: [CH:1]([C:4]1[CH:9]=[CH:8][CH:7]=[C:6]([CH:10]([CH3:12])[CH3:11])[C:5]=1[OH:13])([CH3:3])[CH3:2].[C:14](=O)([O-])[O-].[K+].[K+].CI>CC(C)=O>[CH:10]([C:6]1[CH:7]=[CH:8][CH:9]=[C:4]([CH:1]([CH3:3])[CH3:2])[C:5]=1[O:13][CH3:14])([CH3:12])[CH3:11] |f:1.2.3|. Yield: 72.7%. Reactants: C(C)(C)C1=C(C(=CC=C1)C(C)C)O (2,6-diisopropyl phenol), C([O-])([O-])=O.[K+].[K+] (potassium carbonate), CI (methyl iodide). Run in CC(=O)C (acetone). Starting materials: COc1ccc(CN)c(OC)c1, CCN(C(C)C)C(C)C, ClCc1nsc(Cl)n1, ClCCl. Yields the product COc1ccc(CNc2nc(CCl)ns2)c(OC)c1. Reaction SMILES: [CH3:18][O:19][c:20]1[c:21]([CH2:22][NH2:23])[cH:24][cH:25][c:26]([O:28][CH3:29])[cH:27]1.[CH:9]([N:10]([CH2:11][CH3:12])[CH:13]([CH3:14])[CH3:15])([CH3:16])[CH3:17].[Cl:1][c:2]1[n:3][c:4]([CH2:7][Cl:8])[n:5][s:6]1.[Cl:30][CH2:31][Cl:32]>>[c:2]1([NH:23][CH2:22][c:21]2[c:20]([O:19][CH3:18])[cH:27][c:26]([O:28][CH3:29])[cH:25][cH:24]2)[n:3][c:4]([CH2:7][Cl:8])[n:5][s:6]1. Reactants: CC(C)=O, CSc1ccc(Nc2cc(Cl)nc(-c3ccccc3)n2)cc1, O. Yields the product CS(=O)(=O)c1ccc(Nc2cc(Cl)nc(-c3ccccc3)n2)cc1. RXN SMILES: [CH3:24][C:25](=[O:26])[CH3:27].[Cl:1][c:2]1[cH:3][c:4]([NH:14][c:15]2[cH:16][cH:17][c:18]([S:21][CH3:22])[cH:19][cH:20]2)[n:5][c:6](-[c:8]2[cH:9][cH:10][cH:11][cH:12][cH:13]2)[n:7]1.[OH2:23]>>[Cl:1][c:2]1[cH:3][c:4]([NH:14][c:15]2[cH:16][cH:17][c:18]([S:21]([CH3:22])(=[O:23])=[O:26])[cH:19][cH:20]2)[n:5][c:6](-[c:8]2[cH:9][cH:10][cH:11][cH:12][cH:13]2)[n:7]1. Reactants: Pd(tBu3P)2, C[Si](OC=C(C)C)(C)C (trimethyl(2-methylprop-1-enoxy)silane), BrC1=C(C=C(C(=O)OCC2=CC=CC=C2)C=C1)OC (benzyl 4-bromo-3-methoxy-benzoate). Reagents/catalysts: [F-].[F-].[Zn+2] (ZnF2). The solvent is CN(C)C=O (DMF). Run at temperature 80 celsius. Product: COC=1C=C(C(=O)OCC2=CC=CC=C2)C=CC1C(C=O)(C)C (benzyl 3-methoxy-4-(2-methyl-1-oxopropan-2-yl)benzoate). Reaction SMILES: Br[C:2]1[CH:17]=[CH:16][C:5]([C:6]([O:8][CH2:9][C:10]2[CH:15]=[CH:14][CH:13]=[CH:12][CH:11]=2)=[O:7])=[CH:4][C:3]=1[O:18][CH3:19].C[Si](C)(C)[O:22][CH:23]=[C:24]([CH3:26])[CH3:25]>[F-].[F-].[Zn+2].CN(C=O)C>[CH3:19][O:18][C:3]1[CH:4]=[C:5]([CH:16]=[CH:17][C:2]=1[C:24]([CH3:26])([CH3:25])[CH:23]=[O:22])[C:6]([O:8][CH2:9][C:10]1[CH:15]=[CH:14][CH:13]=[CH:12][CH:11]=1)=[O:7] |f:2.3.4|. Procedure details: To a flask purged with nitrogen was added Pd(tBu3P)2 (26 mg, 0.050 mmol), ZnF2 (52 mg, 0.50 mmol) and DMF (4 mL). The reaction mixture was allowed to stir for 10 minutes before benzyl 4-bromo-3-methoxy-benzoate (323 mg, 1.01 mmol) was added followed by trimethyl(2-methylprop-1-enoxy)silane (277 μL, 1.51 mmol). The reaction was heated at 80° C. overnight. The crude mixture was quenched with brine and extracted with EtOAc 3 times. The organic layer was dried over sodium sulfate and the solvent was... The reactants are ClC1=C(C=C(C=C1)Cl)C1=CC(N(C=C1)C(C(=O)NC1=CC=C(C(=O)OC(C)(C)C)C=C1)C)=O (tert-Butyl 4-({2-[4-(2,5-dichlorophenyl)-2-oxopyridin-1(2H)-yl]propanoyl}amino)benzoate), C(=O)(C(F)(F)F)O (TFA). Product: ClC1=C(C=C(C=C1)Cl)C1=CC(N(C=C1)C(C(=O)NC1=CC=C(C(=O)O)C=C1)C)=O (4-({2-[4-(2,5-Dichlorophenyl)-2-oxopyridin-1(2H)-yl]propanoyl}amino)benzoic acid). As a reaction SMILES: [Cl:1][C:2]1[CH:7]=[CH:6][C:5]([Cl:8])=[CH:4][C:3]=1[C:9]1[CH:14]=[CH:13][N:12]([CH:15]([CH3:32])[C:16]([NH:18][C:19]2[CH:31]=[CH:30][C:22]([C:23]([O:25]C(C)(C)C)=[O:24])=[CH:21][CH:20]=2)=[O:17])[C:11](=[O:33])[CH:10]=1.C(O)(C(F)(F)F)=O>>[Cl:1][C:2]1[CH:7]=[CH:6][C:5]([Cl:8])=[CH:4][C:3]=1[C:9]1[CH:14]=[CH:13][N:12]([CH:15]([CH3:32])[C:16]([NH:18][C:19]2[CH:20]=[CH:21][C:22]([C:23]([OH:25])=[O:24])=[CH:30][CH:31]=2)=[O:17])[C:11](=[O:33])[CH:10]=1. Procedure details: 83 mg (0.17 mmol) of tert-butyl 4-({2-[4-(2,5-dichlorophenyl)-2-oxopyridin-1(2H)-yl]propanoyl}amino)benzoate (racemate) (Example 2.9C) were hydrolysed with TFA according to General Method 2. Yield: 21 mg (purity 88%, 23% of theory) The reactants are O=C([O-])[O-], C#CCBr, CC(C)=O, CC1CCNCC1, [K+], [K+]. The product is C#CCN1CCC(C)CC1. Reaction SMILES: [C:12](=[O:13])([O-:14])[O-:15].[CH2:1]([C:2]#[CH:3])[Br:4].[CH3:18][C:19](=[O:20])[CH3:21].[CH3:5][CH:6]1[CH2:7][CH2:8][NH:9][CH2:10][CH2:11]1.[K+:16].[K+:17]>>[CH:1]#[C:2][CH2:3][N:9]1[CH2:8][CH2:7][CH:6]([CH3:5])[CH2:11][CH2:10]1. The reactants are CC1=CC=C(C=C1)B(O)O (4-methylphenylboronic acid), [F-].[Cs+] (caesium fluoride), 2-dicyclohexylphosphine 2-(N,N-dimethylamino)biphenyl, ClC1=CC=C2C(=NN(C2=C1)COCC[Si](C)(C)C)NC(CCC)=O (N-[6-chloro-1-[[2-(trimethylsilyl)-ethoxy]methyl]-1H-indazol-3-yl]butanamide). Reagents/catalysts: C(C)(=O)[O-].[Pd+2].C(C)(=O)[O-] (palladium acetate). The solvent is O1CCOCC1 (dioxane), C(C)(=O)OCC (ethyl acetate). Conditions: temperature 104 celsius, time 16 hour. Yields the product CC1=CC=C(C=C1)C1=CC=C2C(=NN(C2=C1)COCC[Si](C)(C)C)NC(CCC)=O (N-[6-(4-methylphenyl)-1-[[2-(trimethylsilyl)ethoxy]methyl]-1H-indazol-3-yl]butanamide). Yield: 95.5%. RXN SMILES: [CH3:1][C:2]1[CH:7]=[CH:6][C:5](B(O)O)=[CH:4][CH:3]=1.[F-].[Cs+].Cl[C:14]1[CH:22]=[C:21]2[C:17]([C:18]([NH:31][C:32](=[O:36])[CH2:33][CH2:34][CH3:35])=[N:19][N:20]2[CH2:23][O:24][CH2:25][CH2:26][Si:27]([CH3:30])([CH3:29])[CH3:28])=[CH:16][CH:15]=1>O1CCOCC1.C(OCC)(=O)C.C([O-])(=O)C.[Pd+2].C([O-])(=O)C>[CH3:1][C:2]1[CH:7]=[CH:6][C:5]([C:14]2[CH:22]=[C:21]3[C:17]([C:18]([NH:31][C:32](=[O:36])[CH2:33][CH2:34][CH3:35])=[N:19][N:20]3[CH2:23][O:24][CH2:25][CH2:26][Si:27]([CH3:30])([CH3:28])[CH3:29])=[CH:16][CH:15]=2)=[CH:4][CH:3]=1 |f:1.2,6.7.8|. Procedure details: 555 mg of 4-methylphenylboronic acid, 1.24 g of caesium fluoride, 13.5 mg of palladium acetate and finally 31 mg of 2-dicyclohexylphosphine-2-(N,N-dimethylamino)biphenyl are added to 1 g of N-[6-chloro-1-[[2-(trimethylsilyl)-ethoxy]methyl]-1H-indazol-3-yl]butanamide, described in Example 25, in 30 cm3 of dioxane, the mixture is then heated at about 104° C. for 5 hours 30 minutes and the temperature is then allowed to return to room temperature over 16 hours. The reaction medium is diluted with 7... Starting materials: COC(C)(C)C, C1CCOC1, O=[N+]([O-])c1ccccc1S(=O)(=O)Cl, CC(O)(CN)c1cc(Br)ccc1F, [Na+], [OH-]. The product is CC(O)(CNS(=O)(=O)c1ccccc1[N+](=O)[O-])c1cc(Br)ccc1F. Reaction SMILES: [C:34]([O:35][CH3:36])([CH3:37])([CH3:38])[CH3:39].[CH2:29]1[O:30][CH2:31][CH2:32][CH2:33]1.[N+:14](=[O:15])([O-:16])[c:17]1[c:18]([S:23](=[O:24])(=[O:25])[Cl:26])[cH:19][cH:20][cH:21][cH:22]1.[NH2:1][CH2:2][C:3]([CH3:4])([OH:5])[c:6]1[c:7]([F:13])[cH:8][cH:9][c:10]([Br:12])[cH:11]1.[Na+:28].[OH-:27]>>[NH:1]([CH2:2][C:3]([CH3:4])([OH:5])[c:6]1[c:7]([F:13])[cH:8][cH:9][c:10]([Br:12])[cH:11]1)[S:23]([c:18]1[c:17]([N+:14](=[O:15])[O-:16])[cH:22][cH:21][cH:20][cH:19]1)(=[O:24])=[O:25].